Dataset: the Open Reaction Database (ORD), a public repository of structured organic reaction records. Task: describe an organic reaction: reactants, conditions, products, and yield Reactants: O.[OH-].[Li+] (lithium hydroxide hydrate), NC1=C(C=C(C(=O)[C@H]2[C@@H](C2)C(=O)N2CCC(CC2)N2C(NC3=CC=C(C=C3C2)OCC(=O)OC)=O)C=C1Br)Br (trans-3-{1-[2-(4-amino-3,5-dibromobenzoyl)cyclopropanecarbonyl]-4-piperidinyl}-3,4-dihydro-6-(methoxycarbonylmethoxy)-2(1H)-quinazolinone), BrBr (Br2), BrBr (Br2), [K+].[Br-] (KBr), BrBr (Br2). Solvent: O (water), C1CCOC1 (THF), CO (methanol). Reaction conditions: time 14 hour. The product is NC1=C(C=C(C(=O)[C@H]2[C@@H](C2)C(=O)N2CCC(CC2)N2C(NC3=CC=C(C=C3C2)OCC(=O)O)=O)C=C1Br)Br (trans-3-{1-[2-(4-amino-3,5-dibromobenzoyl)cyclopropanecarbonyl]-4-piperidinyl}-3,4-dihydro-6-(hydroxycarbonylmethoxy)-2(1H)-quinazolinone). RXN SMILES: O.[OH-].[Li+].[NH2:4][C:5]1[C:40]([Br:41])=[CH:39][C:8]([C:9]([C@@H:11]2[CH2:13][C@H:12]2[C:14]([N:16]2[CH2:21][CH2:20][CH:19]([N:22]3[CH2:31][C:30]4[C:25](=[CH:26][CH:27]=[C:28]([O:32][CH2:33][C:34]([O:36]C)=[O:35])[CH:29]=4)[NH:24][C:23]3=[O:38])[CH2:18][CH2:17]2)=[O:15])=[O:10])=[CH:7][C:6]=1[Br:42].[K+].[Br-].BrBr>O.C1COCC1.CO>[NH2:4][C:5]1[C:40]([Br:41])=[CH:39][C:8]([C:9]([C@@H:11]2[CH2:13][C@H:12]2[C:14]([N:16]2[CH2:21][CH2:20][CH:19]([N:22]3[CH2:31][C:30]4[C:25](=[CH:26][CH:27]=[C:28]([O:32][CH2:33][C:34]([OH:36])=[O:35])[CH:29]=4)[NH:24][C:23]3=[O:38])[CH2:18][CH2:17]2)=[O:15])=[O:10])=[CH:7][C:6]=1[Br:42] |f:0.1.2,4.5|. Procedure details: A solution of 0.15 g (3.57 mmol) of lithium hydroxide hydrate in 10 mL of water was added to a solution of 0.6 g (0.903 mmol) of trans-3-{1-[2-(4-amino-3,5-dibromobenzoyl)cyclopropanecarbonyl]-4-piperidinyl}-3,4-dihydro-6-(methoxycarbonylmethoxy)-2(1H)-quinazolinone (Item No. 22) in a mixture of 10 mL of THF and 10 mL of methanol. After stirring for 14 hours at ambient temperature, the organic solvents were distilled off in vacuo and the residue remaining was combined with 3.6 mL of 1N hydrochlo... The reactants are S(=O)(Cl)Cl (Thionyl chloride), NC(=O)NC(C(=O)O)C=1SC=CC1 (2-[(aminocarbonyl)amino]-2-(thien-2-yl) acetic acid), CCOCC (ether). The solvent is C(C)#N (acetonitrile). Run at time 10 minute. The product is Cl.NC=1OC(C(N1)C=1SC=CC1)=O (2-amino-4-(thien2-yl)-4H-oxazol-5-one hydrochloride). Yield: 91.5%. As a reaction SMILES: S(Cl)([Cl:3])=O.[NH2:5][C:6]([NH:8][CH:9]([C:13]1[S:14][CH:15]=[CH:16][CH:17]=1)[C:10]([OH:12])=[O:11])=O.CCOCC>C(#N)C>[ClH:3].[NH2:5][C:6]1[O:11][C:10](=[O:12])[CH:9]([C:13]2[S:14][CH:15]=[CH:16][CH:17]=2)[N:8]=1 |f:4.5|. Procedure: Thionyl chloride (0.87 g, 7.3 mmol) was added to a suspension of 2-[(aminocarbonyl)amino]-2-(thien-2-yl) acetic acid (0.60 g, 3 mmol) in dry acetonitrile (17 ml) at 0°-5° C. under a nitrogen atmosphere. After 5 minutes dry ether (29 ml) was added and the resulting slurry was stirred for 10 minutes. The precipitate was then filtered under nitrogen, and washed well with ether. The product was dried in vacuo to afford 2-amino-4-(thien2-yl)-4H-oxazol-5-one hydrochloride (0.60 g, 92%) as a salmon pin... The reactants are C1C[C@H](O)[C@H](O1)CO (1,4-Anhydro-2-deoxy-D-erythro-pentitol), FC(S(=O)(=O)OS(=O)(=O)C(F)(F)F)(F)F (trifluoromethanesulfonic anhydride), N1=CC=CC=C1 (pyridine). Solvent: C(Cl)Cl (methylene chloride), C(Cl)Cl (methylene chloride). Product: FC(S(=O)(=O)OC[C@@H]1[C@H](CCO1)O)(F)F (1,4-Anhydro-2-deoxy-D-erythro-pentitol 5-(Trifluoromethanesulfonate)). RXN SMILES: [F:1][C:2]([F:15])([F:14])[S:3]([O:6]S(C(F)(F)F)(=O)=O)(=[O:5])=[O:4].[CH2:16]1[O:21][C@H:20]([CH2:22]O)[C@@H:18]([OH:19])[CH2:17]1.N1C=CC=CC=1>C(Cl)Cl>[F:1][C:2]([F:15])([F:14])[S:3]([O:6][CH2:22][C@H:20]1[O:21][CH2:16][CH2:17][C@@H:18]1[OH:19])(=[O:5])=[O:4]. Procedure details: To a -20° C. solution, under argon, of 8.4 ml of trifluoromethanesulfonic anhydride in 75 ml of methylene chloride is added, dropwise, a solution of 5.9 g of product from Example 268 and 4.05 ml of pyridine in 25 ml of methylene chloride. The temperature is maintained below -10° C. during the addition. The progress of the reaction is monitored by tic. The reaction is filtered and the filtrate concentrated in vacuo to an oily residue, The residue is purified by chromatography (silica gel: 50% eth... Reactants: C(C1=CC=CC=C1)OC(=O)C1=CC=2C(=CC=C3C=NN(C23)C[C@H](C)NC(=O)OCC2=CC=CC=C2)O1 (1-((S)-2-Benzyloxycarbonylaminopropyl)-1H-furo[2,3-g]indazole-7-carboxylic acid benzyl ester), [OH-].[Li+] (lithium hydroxide). Run in C(C)O (ethanol), O (water). Reaction conditions: time 16 hour. Product: C(C1=CC=CC=C1)OC(=O)N[C@H](CN1N=CC2=CC=C3C(=C12)C=C(O3)C(=O)O)C (1-((S)-2-Benzyloxycarbonylaminopropyl)-1H-furo[2,3-g]indazole-7-carboxylic acid). The yield is 98.4%. As a reaction SMILES: C([O:8][C:9]([C:11]1[O:36][C:14]2=[CH:15][CH:16]=[C:17]3[C:21]([N:20]([CH2:22][C@@H:23]([NH:25][C:26]([O:28][CH2:29][C:30]4[CH:35]=[CH:34][CH:33]=[CH:32][CH:31]=4)=[O:27])[CH3:24])[N:19]=[CH:18]3)=[C:13]2[CH:12]=1)=[O:10])C1C=CC=CC=1.[OH-].[Li+]>C(O)C.O>[CH2:29]([O:28][C:26]([NH:25][C@@H:23]([CH3:24])[CH2:22][N:20]1[C:21]2[C:17](=[CH:16][CH:15]=[C:14]3[O:36][C:11]([C:9]([OH:10])=[O:8])=[CH:12][C:13]3=2)[CH:18]=[N:19]1)=[O:27])[C:30]1[CH:35]=[CH:34][CH:33]=[CH:32][CH:31]=1 |f:1.2|. Reported procedure: To a solution of the product of Step A, Example 2 (0.15 g, 0.31 mmol) in ethanol (10 mL) was added lithium hydroxide (0.026 g, 0.62 mmol) in water (1 mL) and stirred at room temperature for 16 h. The reaction mixture was evaporated to a residue and a saturated aqueous solution of ammonium chloride (20 mL) was added followed by the addition of phosphoric acid (1 M) until the solution was neutral. The mixture was extracted with ethyl acetate (3×50 mL) and the combined extracts were washed with bri... Reactants: C(C1=CC=CC=C1)SC(=C(C(=O)OC)C#N)SCC1=CC=CC=C1 (Methyl 3,3-dibenzylthio-2-cyanoacrylate), CNC(NN)=S (4-methylthiosemicarbazide). As a reaction SMILES: [CH2:1]([S:8][C:9](SCC1C=CC=CC=1)=[C:10]([C:15]#[N:16])[C:11]([O:13][CH3:14])=[O:12])[C:2]1[CH:7]=[CH:6][CH:5]=[CH:4][CH:3]=1.[CH3:25][NH:26][C:27](=[S:30])[NH:28][NH2:29]>C(O)C>[NH2:16][C:15]1[N:28]([C:27](=[S:30])[NH:26][CH3:25])[N:29]=[C:9]([S:8][CH2:1][C:2]2[CH:3]=[CH:4][CH:5]=[CH:6][CH:7]=2)[C:10]=1[C:11]([O:13][CH3:14])=[O:12]. Product: NC1=C(C(=NN1C(NC)=S)SCC1=CC=CC=C1)C(=O)OC (5-Amino-3-benzylthio-4-methoxycarbonyl-N-methylpyrazole-1-carbothioamide). Reported procedure: 45.11 g (0.127 mol) Methyl 3,3-dibenzylthio-2-cyanoacrylate and 13.35 g (0.127 mol) 4-methylthiosemicarbazide in 225 ml ethanol were heated under reflux for 10 hours. After cooling, the product was suction filtered, washed with ether and dried. Solvent: C(C)O (ethanol). Reactants: CCC(O)CO, CCCCCCCCO, O=CCCl, [Na+], [OH-], O. Yields the product CCC(O)CO, CCCCCCCCOCC=O. RXN SMILES: [CH2:12]([CH:13]([CH2:14][CH3:15])[OH:16])[OH:17].[CH2:1]([CH2:2][CH2:3][CH2:4][CH2:5][CH2:6][CH2:7][CH3:8])[OH:9].[Cl:18][CH2:19][CH:20]=[O:21].[Na+:11].[OH-:10].[OH2:22]>>[CH2:12]([CH:13]([CH2:14][CH3:15])[OH:16])[OH:17].[CH2:1]([CH2:2][CH2:3][CH2:4][CH2:5][CH2:6][CH2:7][CH3:8])[O:9][CH2:19][CH:20]=[O:21]. Starting materials: ClCCCCCOC1=CC=C(C#N)C=C1 (4-(5-chloropentoxy) benzonitrile), [I-].[Na+] (sodium iodide). Run in CC(=O)C (acetone), CC(=O)C (acetone). Conditions: time 8 hour. Product: ICCCCCOC1=CC=C(C#N)C=C1 (4-(5-iodopentoxy) benzonitrile). Reaction SMILES: Cl[CH2:2][CH2:3][CH2:4][CH2:5][CH2:6][O:7][C:8]1[CH:15]=[CH:14][C:11]([C:12]#[N:13])=[CH:10][CH:9]=1.[I-:16].[Na+]>CC(C)=O>[I:16][CH2:2][CH2:3][CH2:4][CH2:5][CH2:6][O:7][C:8]1[CH:15]=[CH:14][C:11]([C:12]#[N:13])=[CH:10][CH:9]=1 |f:1.2|. Reported procedure: To a solution of 32.7 g (146 mmol) of 4-(5-chloropentoxy) benzonitrile in 350 mL acetone is added 38.3 g (150 mmol) of sodium iodide in 230 mL of acetone. The reaction is heated to reflux and stirred overnight. The acetone is removed under reduced pressure and the residue partitioned between water and ether. The ethereal layer is dried, filtered and evaporated to give 4-(5-iodopentoxy) benzonitrile, m.p. 51°-54° C.